Dataset: the Open Reaction Database (ORD), a public repository of structured organic reaction records. Task: describe an organic reaction: reactants, conditions, products, and yield Reactants: O1C2CC3=CC=CC=C3C21 (2,3-epoxy-indane), CN1CCNCC1 (N-methyl piperazine). Yields the product CN1CCN(CC1)C1C(CC2=CC=CC=C12)O (2,3-dihydro-1- (4- methyl-1-piperazinyl)-1H-inden-2-o1). As a reaction SMILES: [O:1]1[CH:10]2[CH:2]1[CH2:3][C:4]1[C:9]2=[CH:8][CH:7]=[CH:6][CH:5]=1.[CH3:11][N:12]1[CH2:17][CH2:16][NH:15][CH2:14][CH2:13]1>>[CH3:11][N:12]1[CH2:17][CH2:16][N:15]([CH:10]2[C:9]3[C:4](=[CH:5][CH:6]=[CH:7][CH:8]=3)[CH2:3][CH:2]2[OH:1])[CH2:14][CH2:13]1. Reported procedure: Using the procedure of Example 23, Step A, 14.57 g of 2,3-epoxy-indane and 12.4 ml of N-methyl piperazine were reacted to obtain 6.447 g of [trans (±)] 2,3-dihydro-1- (4- methyl-1-piperazinyl)-1H-inden-2-o1 melting at 132° C. Starting materials: C(C)OC(C(C)N1C=CC2=CC=C(C=C12)OCC=1N(N=C(C1)C1=CC=C(C=C1)OC(F)(F)F)C)=O ([rac]-2-{6-[2-methyl-5-(4-trifluoromethoxy-phenyl)-2H-pyrazol-3-ylmethoxy]-indol-1-yl}-propionic acid ethyl ester), [Li+].[OH-] (LiOH). Yields the product CN1N=C(C=C1COC1=CC=C2C=CN(C2=C1)C(C(=O)O)C)C1=CC=C(C=C1)OC(F)(F)F ([rac]-2-{6-[2-methyl-5-(4-trifluoromethoxy-phenyl)-2H-pyrazol-3-ylmethoxy]-indol-1-yl}-propionic acid). Reaction SMILES: C([O:3][C:4](=[O:35])[CH:5]([N:7]1[C:15]2[C:10](=[CH:11][CH:12]=[C:13]([O:16][CH2:17][C:18]3[N:19]([CH3:34])[N:20]=[C:21]([C:23]4[CH:28]=[CH:27][C:26]([O:29][C:30]([F:33])([F:32])[F:31])=[CH:25][CH:24]=4)[CH:22]=3)[CH:14]=2)[CH:9]=[CH:8]1)[CH3:6])C.[Li+].[OH-]>>[CH3:34][N:19]1[C:18]([CH2:17][O:16][C:13]2[CH:14]=[C:15]3[C:10]([CH:9]=[CH:8][N:7]3[CH:5]([CH3:6])[C:4]([OH:35])=[O:3])=[CH:11][CH:12]=2)=[CH:22][C:21]([C:23]2[CH:28]=[CH:27][C:26]([O:29][C:30]([F:32])([F:33])[F:31])=[CH:25][CH:24]=2)=[N:20]1 |f:1.2|. Procedure: In analogy to the procedure described in example 1 f], [rac]-2-{6-[2-methyl-5-(4-trifluoromethoxy-phenyl)-2H-pyrazol-3-ylmethoxy]-indol-1-yl}-propionic acid ethyl ester was treated with LiOH to obtain [rac]-2-{6-[2-methyl-5-(4-trifluoromethoxy-phenyl)-2H-pyrazol-3-ylmethoxy]-indol-1-yl}-propionic acid as off-white crystals. Starting materials: FC(C(C(F)(F)F)(O)C=1C=C2C=C(NC2=CC1)C(=O)N)(F)F (5-[2,2,2-trifluoro-1-hydroxy-1-(trifluoromethyl)ethyl]indole-2-carboxamide), ether-chloroform, polyphosphate ester. Run in C(Cl)(Cl)Cl (chloroform). Product: FC(C(C(F)(F)F)(O)C=1C=C2C=C(NC2=CC1)C#N)(F)F (5-[2,2,2-trifluoro-1-hydroxy-1-(trifluoromethyl)ethyl]indole-2-carbonitrile). As a reaction SMILES: [F:1][C:2]([F:22])([F:21])[C:3]([C:9]1[CH:10]=[C:11]2[C:15](=[CH:16][CH:17]=1)[NH:14][C:13]([C:18]([NH2:20])=O)=[CH:12]2)([OH:8])[C:4]([F:7])([F:6])[F:5]>C(Cl)(Cl)Cl>[F:22][C:2]([F:1])([F:21])[C:3]([C:9]1[CH:10]=[C:11]2[C:15](=[CH:16][CH:17]=1)[NH:14][C:13]([C:18]#[N:20])=[CH:12]2)([OH:8])[C:4]([F:7])([F:6])[F:5]. Reported procedure: A solution of 8.50 g. (0.026 mol) of 5-[2,2,2-trifluoro-1-hydroxy-1-(trifluoromethyl)ethyl]indole-2-carboxamide in 100 ml. of chloroform and 100 ml. of an ether-chloroform solution of polyphosphate ester was heated under reflux for 45 minutes and concentrated under vacuum. The residue was mixed with ether and water and made basic with sodium bicarbonate. The ether layer was then dried and concentrated, and the residue was mixed with dichloromethane. Filtration removed a little starting material ... Reactants: C1(=CC=CC=C1)C(CC(=O)N1CC2=C(C1)C1=CC=CC3=CC=CC2=C13)(C1=CC=CC=C1)C1=CC=CC=C1 (8-(3,3,3-triphenylpropionyl)acenaphto[1,2-C]pyrroldine), [H-].[Al+3].[Li+].[H-].[H-].[H-] (lithium aluminum hydride). Run in O1CCCC1 (tetrahydrofuran). Product: C1(=CC=CC=C1)C(CCN1CC2=C(C1)C1=CC=CC3=CC=CC2=C13)(C1=CC=CC=C1)C1=CC=CC=C1 (8-(3,3,3-triphenylpropyl)acenaphtho[1,2-C]pyrrolidine). As a reaction SMILES: [C:1]1([C:7]([C:32]2[CH:37]=[CH:36][CH:35]=[CH:34][CH:33]=2)([C:26]2[CH:31]=[CH:30][CH:29]=[CH:28][CH:27]=2)[CH2:8][C:9]([N:11]2[CH2:15][C:14]3[C:16]4[C:25]5[C:20](=[CH:21][CH:22]=[CH:23][C:24]=5[C:13]=3[CH2:12]2)[CH:19]=[CH:18][CH:17]=4)=O)[CH:6]=[CH:5][CH:4]=[CH:3][CH:2]=1.[H-].[Al+3].[Li+].[H-].[H-].[H-]>O1CCCC1>[C:32]1([C:7]([C:1]2[CH:6]=[CH:5][CH:4]=[CH:3][CH:2]=2)([C:26]2[CH:27]=[CH:28][CH:29]=[CH:30][CH:31]=2)[CH2:8][CH2:9][N:11]2[CH2:15][C:14]3[C:16]4[C:25]5[C:20](=[CH:21][CH:22]=[CH:23][C:24]=5[C:13]=3[CH2:12]2)[CH:19]=[CH:18][CH:17]=4)[CH:33]=[CH:34][CH:35]=[CH:36][CH:37]=1 |f:1.2.3.4.5.6|. Reported procedure: Following the procedures set out in Example 1, 3.0 parts of 3,3,3-triphenylpropionyl chloride and 2.0 parts of acenaphto[1,2-C]pyrrolidene are reacted to provide 8-(3,3,3-triphenylpropionyl)acenaphto[1,2-C]pyrroldine, melting at 159°-168°. 3.5 Parts of this amide are reacted with 3.6 parts of lithium aluminum hydride in tetrahydrofuran to provide 8-(3,3,3-triphenylpropyl)acenaphtho[1,2-C]pyrrolidine. This compound has the following structural formula. ##STR44##